This data is from the Open Reaction Database (ORD), a public repository of structured organic reaction records. The task is: describe an organic reaction: reactants, conditions, products, and yield Reactants: BrCc1ccccc1, [K+], [K+], O=C([O-])[O-], CN(C)C=O, CC(=O)c1ccc(O)cc1. The product is CC(=O)c1ccc(OCc2ccccc2)cc1. Reaction SMILES: [Br:17][CH2:18][c:19]1[cH:20][cH:21][cH:22][cH:23][cH:24]1.[K+:11].[K+:12].[O-:13][C:14]([O-:15])=[O:16].[O:25]=[CH:26][N:27]([CH3:28])[CH3:29].[OH:1][c:2]1[cH:3][cH:4][c:5]([C:8]([CH3:9])=[O:10])[cH:6][cH:7]1>>[O:1]([c:2]1[cH:3][cH:4][c:5]([C:8]([CH3:9])=[O:10])[cH:6][cH:7]1)[CH2:18][c:19]1[cH:20][cH:21][cH:22][cH:23][cH:24]1. Starting materials: CCCCCCCCc1ccc(NCc2ccc(OC)cc2)cc1, CC(C)c1cccc(C(C)C)c1N=C=O. The product is CCCCCCCCc1ccc(N(Cc2ccc(OC)cc2)C(=O)Nc2c(C(C)C)cccc2C(C)C)cc1. RXN SMILES: [CH3:1][O:2][c:3]1[cH:4][cH:5][c:6]([CH2:9][NH:10][c:11]2[cH:12][cH:13][c:14]([CH2:17][CH2:18][CH2:19][CH2:20][CH2:21][CH2:22][CH2:23][CH3:24])[cH:15][cH:16]2)[cH:7][cH:8]1.[CH:25]([CH3:26])([CH3:27])[c:28]1[c:29]([N:37]=[C:38]=[O:39])[c:30]([CH:34]([CH3:35])[CH3:36])[cH:31][cH:32][cH:33]1>>[CH3:1][O:2][c:3]1[cH:4][cH:5][c:6]([CH2:9][N:10]([c:11]2[cH:12][cH:13][c:14]([CH2:17][CH2:18][CH2:19][CH2:20][CH2:21][CH2:22][CH2:23][CH3:24])[cH:15][cH:16]2)[C:38]([NH:37][c:29]2[c:28]([CH:25]([CH3:26])[CH3:27])[cH:33][cH:32][cH:31][c:30]2[CH:34]([CH3:35])[CH3:36])=[O:39])[cH:7][cH:8]1. Reactants: C(C)(C)(C)OC(=O)NCCCN(C(OC(C)(C)C)=O)CCCNC1CCCCCCCCCCCCCC1 (tert-Butyl (3-((tert-butoxycarbonyl)amino)propyl)(3-(cyclopentadecylamino)-propyl)-carbamate), Cl (HCl). The solvent is CCO (EtOH). Reaction conditions: temperature 0 celsius, time 30 minute. Product: NCCCNCCCNC1CCCCCCCCCCCCCC1 (N(3-Aminopropyl)-N3-cyclopentadecylpropane-1,3-diamine). Yield: 134.3%. Reaction SMILES: C(OC([NH:8][CH2:9][CH2:10][CH2:11][N:12]([CH2:20][CH2:21][CH2:22][NH:23][CH:24]1[CH2:38][CH2:37][CH2:36][CH2:35][CH2:34][CH2:33][CH2:32][CH2:31][CH2:30][CH2:29][CH2:28][CH2:27][CH2:26][CH2:25]1)C(=O)OC(C)(C)C)=O)(C)(C)C.Cl>CCO>[NH2:8][CH2:9][CH2:10][CH2:11][NH:12][CH2:20][CH2:21][CH2:22][NH:23][CH:24]1[CH2:38][CH2:37][CH2:36][CH2:35][CH2:34][CH2:33][CH2:32][CH2:31][CH2:30][CH2:29][CH2:28][CH2:27][CH2:26][CH2:25]1. Procedure: Compound 50a (450 mg, 0.8 mmol) was first dissolved in EtOH (60 mL) and stirred at 0° C. for 10 min A 4 M HCl solution (35 mL, 140 mmol) was then added dropwise and stirred for 30 min at 0° C. under N2. The reaction was then slowly warmed to room temperature and stirred under N2 for 4 h. Upon completion, the solvent was removed in vacuo to give 46a as a white solid (365 mg, 98%)1H NMR (D2O) δ 3.25 (m, 1H), 3.15 (t, 6H), 3.10 (t, 2H), 2.09 (m, 4H), 1.72 (m, 4H), 1.39-1.35 (m, 26H); 13C (D2O) δ. H...